From a dataset of the Open Reaction Database (ORD), a public repository of structured organic reaction records. describe an organic reaction: reactants, conditions, products, and yield The reactants are C(#N)C1=CC=C(C=C1)O (4-cyanophenol), ClS(=O)(=O)N=C=O (chlorosulfonyl isocyanate). Run in C1(=CC=CC=C1)C (toluene). Product: C(#N)C1=CC=C(C=C1)OS(N)(=O)=O (Sulfamic acid 4-cyanophenyl ester). Isolated yield 51.0%. Reaction SMILES: [C:1]([C:3]1[CH:8]=[CH:7][C:6]([OH:9])=[CH:5][CH:4]=1)#[N:2].Cl[S:11]([N:14]=C=O)(=[O:13])=[O:12]>C1(C)C=CC=CC=1>[C:1]([C:3]1[CH:8]=[CH:7][C:6]([O:9][S:11](=[O:13])(=[O:12])[NH2:14])=[CH:5][CH:4]=1)#[N:2]. Procedure details: This compound was prepared by the procedure of Example 84 from a solution of 11.9 g (0.10 mole) of 4-cyanophenol (Aldrich Chemical Co.) and 9.1 ml (0.105 mole) of chlorosulfonyl isocyanate in 75 ml of toluene. The solid product was recrystallized from benzene-acetonitrile to give 10.1 g (51%) of white solid, mp 154°-156° C. Starting materials: BrC1=CC2=C(C(NN=C2)=O)N=C1 (3-bromopyrido[2,3-d]pyridazin-8(7H)-one), P(=O)(Cl)(Cl)Cl (phosphorus oxychloride), N1CCOCC1 (morpholine). Run in C(Cl)(Cl)Cl (CHCl3). Conditions: temperature 95 celsius. The product is BrC1=CC=2C(=C(N=NC2)N2CCOCC2)N=C1 (3-Bromo-8-morpholinopyrido[2,3-d]pyridazine). RXN SMILES: [Br:1][C:2]1[CH:12]=[N:11][C:5]2[C:6](=O)[NH:7][N:8]=[CH:9][C:4]=2[CH:3]=1.P(Cl)(Cl)(Cl)=O.[NH:18]1[CH2:23][CH2:22][O:21][CH2:20][CH2:19]1>C(Cl)(Cl)Cl>[Br:1][C:2]1[CH:12]=[N:11][C:5]2=[C:6]([N:18]3[CH2:23][CH2:22][O:21][CH2:20][CH2:19]3)[N:7]=[N:8][CH:9]=[C:4]2[CH:3]=1. Reported procedure: A mixture of 3-bromopyrido[2,3-d]pyridazin-8(7H)-one (0.206 g, 0.91 mmol) and phosphorus oxychloride (5.00 ml, 55 mmol) was heated at 95° C. After 2 h the reaction was cooled to 25° C. and diluted with 30 mL of CHCl3. The solution was cooled to 0° C. and the solid was filtered and washed with CHCl3. The filtrate was concentrated to dryness and azeotroped with toluene (2×). The residue was dissolved in CH3CN and heated with morpholine (0.079 ml, 0.91 mmol) at 190° C. for 15 min in the microwave. ... Reactants: C(C)OC(=O)C1CCC2(CC(=NO2)C)CC1 (3-methyl-1-oxa-2-azaspiro[4.5]dec-2-ene-8-carboxylic acid ethyl ester), O.[OH-].[Li+] (lithium hydroxide monohydrate). Run in CO (MeOH), O (H2O). Run at time 8 hour. The product is CC1=NOC2(C1)CCC(CC2)C(=O)O (3-methyl-1-oxa-2-azaspiro[4.5]dec-2-ene-8-carboxylic acid). RXN SMILES: C([O:3][C:4]([CH:6]1[CH2:16][CH2:15][C:9]2([O:13][N:12]=[C:11]([CH3:14])[CH2:10]2)[CH2:8][CH2:7]1)=[O:5])C.O.[OH-].[Li+]>CO.O>[CH3:14][C:11]1[CH2:10][C:9]2([CH2:15][CH2:16][CH:6]([C:4]([OH:5])=[O:3])[CH2:7][CH2:8]2)[O:13][N:12]=1 |f:1.2.3|. Reported procedure: A mixture of 3-methyl-1-oxa-2-azaspiro[4.5]dec-2-ene-8-carboxylic acid ethyl ester (570 mg, 2.5 mmol) in MeOH (15 ml) and lithium hydroxide monohydrate (284 mg, 3.8 mmol) in H2O (3 ml) was stirred overnight at RT. The reactants are CCOC(=O)C(C)(C)Oc1cccc(N2CCN(C(=O)c3ccc(Br)cc3)CC2)c1, CCOC(C)=O, CO, Cl, [Na+], C1COCCO1, [OH-]. The product is CC(C)(Oc1cccc(N2CCN(C(=O)c3ccc(Br)cc3)CC2)c1)C(=O)O. As a reaction SMILES: [Br:1][c:2]1[cH:3][cH:4][c:5]([C:6](=[O:7])[N:8]2[CH2:9][CH2:10][N:11]([c:14]3[cH:15][c:16]([O:17][C:18]([C:19](=[O:20])[O:21][CH2:22][CH3:23])([CH3:24])[CH3:25])[cH:26][cH:27][cH:28]3)[CH2:12][CH2:13]2)[cH:29][cH:30]1.[CH3:40][CH2:41][O:42][C:43](=[O:44])[CH3:45].[CH3:46][OH:47].[ClH:39].[Na+:38].[O:31]1[CH2:32][CH2:33][O:34][CH2:35][CH2:36]1.[OH-:37]>>[Br:1][c:2]1[cH:3][cH:4][c:5]([C:6](=[O:7])[N:8]2[CH2:9][CH2:10][N:11]([c:14]3[cH:15][c:16]([O:17][C:18]([C:19](=[O:20])[OH:21])([CH3:24])[CH3:25])[cH:26][cH:27][cH:28]3)[CH2:12][CH2:13]2)[cH:29][cH:30]1. Starting materials: C[O-].[Na+] (sodium methylate), CO (methanol), 106, ClCN(S(=O)(=O)Cl)CCC (N-chloromethyl-N-propysulfamic acid chloride). The solvent is C1CCCCC1 (cyclohexane). Run at temperature 42.5 celsius, time 1 hour. The product is COCN(S(=O)(=O)Cl)CCC (N-methoxymethyl-N-propylsulfamic acid chloride). Isolated yield 68.0%. Reaction SMILES: [CH3:1][O-:2].[Na+].CO.Cl[CH2:7][N:8]([CH2:13][CH2:14][CH3:15])[S:9]([Cl:12])(=[O:11])=[O:10]>C1CCCCC1>[CH3:1][O:2][CH2:7][N:8]([CH2:13][CH2:14][CH3:15])[S:9]([Cl:12])(=[O:11])=[O:10] |f:0.1|. Reported procedure: 26 parts of sodium methylate in 160 parts of methanol are added in the course of 20 minutes, at from 0 to 5° C., to a mixture of 106 parts of N-chloromethyl-N-propysulfamic acid chloride in 200 parts of cyclohexane. The reaction mixture is then stirred for 1 hour at from 40 to 45° C., after which the sodium chloride which has precipitated is separated off. On subsequent distillation, the solvent is removed first and 70.5 parts (68% of theory) of N-methoxymethyl-N-propylsulfamic acid chloride of ... The product is CS(=O)(=O)N1CCN(c2ccc(O)cc2)CC1. The reactants are CS(=O)(=O)Oc1ccc(N2CCN(S(C)(=O)=O)CC2)cc1, CC(=O)O, [Na+], [OH-]. Reaction SMILES: [CH3:1][S:2](=[O:3])(=[O:4])[N:5]1[CH2:6][CH2:7][N:8]([c:11]2[cH:12][cH:13][c:14]([O:17][S:18]([CH3:19])(=[O:20])=[O:21])[cH:15][cH:16]2)[CH2:9][CH2:10]1.[CH3:24][C:25](=[O:26])[OH:27].[Na+:23].[OH-:22]>>[CH3:1][S:2](=[O:3])(=[O:4])[N:5]1[CH2:6][CH2:7][N:8]([c:11]2[cH:12][cH:13][c:14]([OH:17])[cH:15][cH:16]2)[CH2:9][CH2:10]1. Reagents/catalysts: C=1C=CC(=CC1)[P](C=2C=CC=CC2)(C=3C=CC=CC3)[Pd]([P](C=4C=CC=CC4)(C=5C=CC=CC5)C=6C=CC=CC6)([P](C=7C=CC=CC7)(C=8C=CC=CC8)C=9C=CC=CC9)[P](C=1C=CC=CC1)(C=1C=CC=CC1)C=1C=CC=CC1 (tetrakis(triphenylphosphine)palladium), [Cu]I (copper(I) iodide). Conditions: time 2 hour. As a reaction SMILES: [NH2:1][C:2]1[N:7]=[C:6]([N:8]2[C:16]3[C:11](=[CH:12][CH:13]=[C:14](I)[CH:15]=3)[CH:10]=[N:9]2)[C:5]([NH:18][C:19]([C:21]2([CH3:25])[CH2:24][O:23][CH2:22]2)=[O:20])=[CH:4][N:3]=1.N1CCCCC1.[S:32]1[CH:36]=[CH:35][N:34]=[C:33]1[C:37]([OH:41])([C:39]#[CH:40])[CH3:38]>C1C=CC([P]([Pd]([P](C2C=CC=CC=2)(C2C=CC=CC=2)C2C=CC=CC=2)([P](C2C=CC=CC=2)(C2C=CC=CC=2)C2C=CC=CC=2)[P](C2C=CC=CC=2)(C2C=CC=CC=2)C2C=CC=CC=2)(C2C=CC=CC=2)C2C=CC=CC=2)=CC=1.[Cu]I>[NH2:1][C:2]1[N:7]=[C:6]([N:8]2[C:16]3[C:11](=[CH:12][CH:13]=[C:14]([C:40]#[C:39][C:37]([OH:41])([C:33]4[S:32][CH:36]=[CH:35][N:34]=4)[CH3:38])[CH:15]=3)[CH:10]=[N:9]2)[C:5]([NH:18][C:19]([C:21]2([CH3:25])[CH2:24][O:23][CH2:22]2)=[O:20])=[CH:4][N:3]=1 |^1:45,47,66,85|. Starting materials: NC1=NC=C(C(=N1)N1N=CC2=CC=C(C=C12)I)NC(=O)C1(COC1)C (N-[2-amino-4-(6-iodo-1H-indazol-1-yl)pyrimidin-5-yl]-3-methyloxetane-3-carboxamide), N1CCCCC1 (piperidine), S1C(=NC=C1)C(C)(C#C)O (2-(1,3-thiazol-2-yl)but-3-yn-2-ol). Product: NC1=NC=C(C(=N1)N1N=CC2=CC=C(C=C12)C#CC(C)(C=1SC=CN1)O)NC(=O)C1(COC1)C (N-(2-amino-4-{6-[3-hydroxy-3-(1,3-thiazol-2-yl)but-1-yn-1-yl]-1H-indazol-1-yl}pyrimidin-5-yl)-3-methyloxetane-3-carboxamide). Procedure details: To a mixture of N-[2-amino-4-(6-iodo-1H-indazol-1-yl)pyrimidin-5-yl]-3-methyloxetane-3-carboxamide (76% purity, 20 mg, 0.034 mmol) and piperidine (0.1 mL) was added tetrakis(triphenylphosphine)palladium (7.8 mg, 0.007 mmol), copper(I) iodide (1.2 mg, 0.007 mmol) and 2-(1,3-thiazol-2-yl)but-3-yn-2-ol (I-1) (10.3 mg, 0.068 mmol). The reaction was purged with N2 and stirred at RT for 2 hr. Reaction mixture was concentrated in vacuo. Purification by flash chromatography (Isolute column, 100% DCM to ... Reactants: CCO, Clc1cccc(Nc2nccc(-c3ccnc(Cl)c3)n2)c1, NN. The product is NNc1cc(-c2ccnc(Nc3cccc(Cl)c3)n2)ccn1. As a reaction SMILES: [CH3:24][CH2:25][OH:26].[Cl:1][c:2]1[cH:3][c:4]([NH:8][c:9]2[n:10][cH:11][cH:12][c:13](-[c:15]3[cH:16][c:17]([Cl:21])[n:18][cH:19][cH:20]3)[n:14]2)[cH:5][cH:6][cH:7]1.[NH2:22][NH2:23]>>[Cl:1][c:2]1[cH:3][c:4]([NH:8][c:9]2[n:10][cH:11][cH:12][c:13](-[c:15]3[cH:16][c:17]([NH:22][NH2:23])[n:18][cH:19][cH:20]3)[n:14]2)[cH:5][cH:6][cH:7]1. Starting materials: O=C(c1ccccc1)c1ccc(CBr)cc1, CCCN, [Na+], [OH-], c1ccccc1. Yields the product CCCNCc1ccc(C(=O)c2ccccc2)cc1. As a reaction SMILES: [Br:1][CH2:2][c:3]1[cH:4][cH:5][c:6]([C:9]([c:10]2[cH:11][cH:12][cH:13][cH:14][cH:15]2)=[O:16])[cH:7][cH:8]1.[CH2:17]([CH2:18][CH3:19])[NH2:20].[Na+:22].[OH-:21].[cH:23]1[cH:24][cH:25][cH:26][cH:27][cH:28]1>>[CH2:2]([c:3]1[cH:4][cH:5][c:6]([C:9]([c:10]2[cH:11][cH:12][cH:13][cH:14][cH:15]2)=[O:16])[cH:7][cH:8]1)[NH:20][CH2:17][CH2:18][CH3:19]. Starting materials: ClCCCl, CNOC, CN1CCOCC1, O=C(O)Cc1cccnc1Cl, ClCCl, Cl. Product: CON(C)C(=O)Cc1cccnc1Cl. Reaction SMILES: [CH2:24]([Cl:25])[CH2:26][Cl:27].[CH3:13][NH:14][O:15][CH3:16].[CH3:17][N:18]1[CH2:19][CH2:20][O:21][CH2:22][CH2:23]1.[Cl:1][c:2]1[n:3][cH:4][cH:5][cH:6][c:7]1[CH2:8][C:9](=[O:10])[OH:11].[Cl:28][CH2:29][Cl:30].[ClH:12]>>[Cl:1][c:2]1[n:3][cH:4][cH:5][cH:6][c:7]1[CH2:8][C:9](=[O:11])[N:14]([CH3:13])[O:15][CH3:16].